This data is from the Open Reaction Database (ORD), a public repository of structured organic reaction records. The task is: describe an organic reaction: reactants, conditions, products, and yield Starting materials: C(C)(=O)O[BH-](OC(C)=O)OC(C)=O.[Na+] (sodium triacetoxyborohydride), Cl (hydrochloric acid), C(C)(C)(C)OC(=O)N1CCC(CC1)=O (4-Oxo-piperidine-1-carboxylic acid tert-butyl ester), FC(C=1C=C(C=CC1)N)(F)F (3-trifluoromethyl-phenylamine). Run in ClCCl (dichloromethane), C(C)OCC (diethylether), C(C)OCC (diethylether), ClC(C)Cl (dichloroethane). The product is Cl.N1CCC(CC1)NC1=CC(=CC=C1)C(F)(F)F (piperidin-4-yl-(3-trifluoromethyl-phenyl)-amine hydrochloride), Cl (hydrochloride). RXN SMILES: C(OC([N:8]1[CH2:13][CH2:12][C:11](=O)[CH2:10][CH2:9]1)=O)(C)(C)C.[F:15][C:16]([F:25])([F:24])[C:17]1[CH:18]=[C:19]([NH2:23])[CH:20]=[CH:21][CH:22]=1.C(O[BH-](OC(=O)C)OC(=O)C)(=O)C.[Na+].[ClH:40]>ClC(Cl)C.ClCCl.C(OCC)C>[ClH:40].[NH:8]1[CH2:9][CH2:10][CH:11]([NH:23][C:19]2[CH:20]=[CH:21][CH:22]=[C:17]([C:16]([F:15])([F:24])[F:25])[CH:18]=2)[CH2:12][CH2:13]1.[ClH:40] |f:2.3,8.9|. Procedure details: 4-Oxo-piperidine-1-carboxylic acid tert-butyl ester (500 mg; 2.51 mmol), 3-trifluoromethyl-phenylamine (404 mg; 2.51 mmol) and sodium triacetoxyborohydride (1.59 g; 7.53 mmol) are suspended in dichloroethane (25 mL). After 1 day reaction time at room temperature, the mixture is diluted with dichloromethane (100 mL) and the organic layer is washed with aq. sat ammonium chloride (2×50 mL) and water (3×50 mL), is then dried over magnesium sulfate and is concentrated under reduced pressure. The resi...